From a dataset of the Open Reaction Database (ORD), a public repository of structured organic reaction records. describe an organic reaction: reactants, conditions, products, and yield The reactants are C1(=C(C=CC=C1)C1(OCCC1)C1=C(C=CC=C1)C)C (2,2-Di-(2-tolyl)-tetrahydrofuran). The reagents and catalysts are [Pd] (palladium on Carbon). Solvent: C(C)(=O)O (acetic acid). Run at time 5 hour. The product is C1(=C(C=CC=C1)C(CCCO)C1=C(C=CC=C1)C)C (4,4-di-(2-tolyl)-1-butanol). Yield: 60.2%. RXN SMILES: [C:1]1([CH3:19])[CH:6]=[CH:5][CH:4]=[CH:3][C:2]=1[C:7]1([C:12]2[CH:17]=[CH:16][CH:15]=[CH:14][C:13]=2[CH3:18])[CH2:11][CH2:10][CH2:9][O:8]1>C(O)(=O)C.[Pd]>[C:1]1([CH3:19])[CH:6]=[CH:5][CH:4]=[CH:3][C:2]=1[CH:7]([C:12]1[CH:17]=[CH:16][CH:15]=[CH:14][C:13]=1[CH3:18])[CH2:11][CH2:10][CH2:9][OH:8]. Procedure: The crude 2,2-di-(2-tolyl)-tetrahydrofuran 33a (28 g) was dissolved in acetic acid (250 mL). 5% palladium on Carbon black (3 g) was added and the mixture was hydrogenated in a Parr apparatus at 3 ato at 55° C. for 5 hrs. The catalyst was filtered off and the solvent was evaporated in vacuo. The remaining oil was subjected to CC (n-heptane/ethyl acetate--15:1) to give 4,4-di-(2-tolyl)-1-butanol (17 g). A solution of 4,4-di-(2-tolyl)-1-butanol (19 g) in acetic acid (400 mL) was boiled under reflux... Reactants: C(#C)C1(CCCCC1)O (1-ethynyl-1-cyclohexanol), IC1=C2/C(/C(NC2=CC=C1)=O)=C/C=1NC=CC1OC ((Z)-1,3-dihydro-4-iodo-3-[(3-methoxy-1H-pyrrol-2-yl)methylene]-2H-indol-2-one), IC1=C2/C(/C(NC2=CC=C1)=O)=C/C=1NC=CC1OC ((Z)-1,3-dihydro-4-iodo-3-[(3-methoxy-1H-pyrrol-2-yl)methylene]-2H-indol-2-one). Reagents/catalysts: Cl[Pd]([P](C1=CC=CC=C1)(C2=CC=CC=C2)C3=CC=CC=C3)([P](C4=CC=CC=C4)(C5=CC=CC=C5)C6=CC=CC=C6)Cl ((Ph3P)2PdCl2). The solvent is CCN(CC)CC (Et3N), CN(C)C=O (DMF). Product: OC1(CCCCC1)C#CC1=C2/C(/C(NC2=CC=C1)=O)=C/C=1NC=CC1OC ((Z)-1,3-dihydro-4-[(1-hydroxycyclohexyl)ethynyl]-3-[(3-methoxy-1H-pyrrol-2-yl)methylene]-2H-indol-2-one). Reaction SMILES: [C:1]([C:3]1([OH:9])[CH2:8][CH2:7][CH2:6][CH2:5][CH2:4]1)#[CH:2].I[C:11]1[CH:19]=[CH:18][CH:17]=[C:16]2[C:12]=1/[C:13](=[CH:21]/[C:22]1[NH:23][CH:24]=[CH:25][C:26]=1[O:27][CH3:28])/[C:14](=[O:20])[NH:15]2>Cl[Pd](Cl)([P](C1C=CC=CC=1)(C1C=CC=CC=1)C1C=CC=CC=1)[P](C1C=CC=CC=1)(C1C=CC=CC=1)C1C=CC=CC=1.CN(C=O)C.CCN(CC)CC>[OH:9][C:3]1([C:1]#[C:2][C:11]2[CH:19]=[CH:18][CH:17]=[C:16]3[C:12]=2/[C:13](=[CH:21]/[C:22]2[NH:23][CH:24]=[CH:25][C:26]=2[O:27][CH3:28])/[C:14](=[O:20])[NH:15]3)[CH2:8][CH2:7][CH2:6][CH2:5][CH2:4]1 |^1:31,50|. Procedure: Using Method C above, 1-ethynyl-1-cyclohexanol (60 mg, 0.48 mmol) (Aldrich) was coupled with (Z)-1,3-dihydro-4-iodo-3-[(3-methoxy-1H-pyrrol-2-yl)methylene]-2H-indol-2-one (146 mg, 0.4 mmol) (Starting Material 2 supra) using (Ph3P)2PdCl2 (20 mg) and Cul (10 mg) as catalyst in DMF (2 mL) and Et3N (2 mL) as solvent at 70° C. for 15 h to yield (Z)-1,3-dihydro-4-[(1-hydroxycyclohexyl)ethynyl]-3-[(3-methoxy-1H-pyrrol-2-yl)methylene]-2H-indol-2-one. (Yield 94 mg, 65%). Starting materials: ClC1=CC=C(C=C1)CN1C=2N(C(=C3N=CN=C13)SC)CCN2 (4-[(4-Chlorophenyl)Methyl]-6,7-Dihydro-9-(Methylthio)Imidazo[1,2-a]Purine), hydrate, N (ammonia), N (ammonia). The solvent is C(C)O (ethanol). Product: ClC1=CC=C(C=C1)CN1C=2N(C(C=3N=CNC13)=N)CCN2 (4-[(4-Chlorophenyl)Methyl]-6,7-Dihydro-9-Imino-3H,4H-Imidazo[1,2-a]Purine). Reaction SMILES: [Cl:1][C:2]1[CH:7]=[CH:6][C:5]([CH2:8][N:9]2[C:17]3[C:13]([N:14]=[CH:15][N:16]=3)=[C:12](SC)[N:11]3[CH2:20][CH2:21][N:22]=[C:10]23)=[CH:4][CH:3]=1.[NH3:23]>C(O)C>[Cl:1][C:2]1[CH:7]=[CH:6][C:5]([CH2:8][N:9]2[C:17]3[NH:16][CH:15]=[N:14][C:13]=3[C:12](=[NH:23])[N:11]3[CH2:20][CH2:21][N:22]=[C:10]23)=[CH:4][CH:3]=1. Procedure: The product of Procedure 76, 2.26 g. is suspended in a solution of about 6 g. of ammonia in 100 ml. of ethanol. Further anhydrous ammonia was added to yield a substantially saturated solution. The mixture was then placed in a pressure apparatus and heated at 100° overnight with agitation. The container was cooled to room temperature, opened, and the supernatent liquid decanted from the yellow solid. The precipitated solid and the residue obtained on evaporation of the supernatant liquid proved t... Reactants: C(C)(C)(C)OC(=O)C1=C(C=C(C(=O)O)C=C1)Cl (4-(tert-butoxycarbonyl)-3-chlorobenzoic acid), ClC1=C(C(=O)OC(C)(C)C)C=CC(=C1)C(=O)OC (1-tert-butyl 4-methyl 2-chloroterephthalate). The solvent is C1CCOC1 (THF), C1CCOC1 (THF). Product: ClC1=C(C(=O)OC(C)(C)C)C=CC(=C1)CO (tert-butyl 2-chloro-4-(hydroxymethyl)benzoate). RXN SMILES: [Cl:1][C:2]1[CH:14]=[C:13]([C:15](OC)=[O:16])[CH:12]=[CH:11][C:3]=1[C:4]([O:6][C:7]([CH3:10])([CH3:9])[CH3:8])=[O:5].C(OC(C1C=CC(C(O)=O)=CC=1Cl)=O)(C)(C)C>C1COCC1>[Cl:1][C:2]1[CH:14]=[C:13]([CH2:15][OH:16])[CH:12]=[CH:11][C:3]=1[C:4]([O:6][C:7]([CH3:10])([CH3:9])[CH3:8])=[O:5]. Procedure: To 24.9 g of 2-chloro-4-(methoxycarbonyl)benzoic acid and 2 mL of Sulfuric Acid in 350 mL of DCM was added isobutylene gas at −78° C. until the solvent was saturated and capped off securely. Let go several days at room temperature and re-cool to −78° C. before removing cap. Concentrate solvent, extract with Ethyl Acetate and bicarbonate, dry with Magnesium Sulfate, filter and concentrate to give 31.4 g of 1-tert-butyl 4-methyl 2-chloroterephthalate. 3.35 g of 1-tert-butyl 4-methyl 2-chlorotereph... Starting materials: COC=1C=C2C(=CC=NC2=CC1OC)OC1=CC=C(C=C1)N (6,7-Dimethoxy-4-(4-aminophenoxy)quinoline), C(O)([O-])=O.[Na+] (sodium hydrogen carbonate), C(CCC)C1=C(C=CC=C1)N (2-n-Butylphenylamine), ClC(Cl)(OC(OC(Cl)(Cl)Cl)=O)Cl (triphosgene). The solvent is C1(=CC=CC=C1)C (toluene), C(C)N(CC)CC (triethylamine). The product is C(CCC)C1=C(C=CC=C1)NC(=O)NC1=CC=C(C=C1)OC1=CC=NC2=CC(=C(C=C12)OC)OC (N-(2-n-Butylphenyl)-N'-(4-[(6,7-dimethoxy-4-quinolyl)oxy]phenyl}urea). Yield: 69.0%. Reaction SMILES: [CH3:1][O:2][C:3]1[CH:4]=[C:5]2[C:10](=[CH:11][C:12]=1[O:13][CH3:14])[N:9]=[CH:8][CH:7]=[C:6]2[O:15][C:16]1[CH:21]=[CH:20][C:19]([NH2:22])=[CH:18][CH:17]=1.ClC(Cl)(O[C:27](=[O:33])OC(Cl)(Cl)Cl)Cl.[CH2:35]([C:39]1[CH:44]=[CH:43][CH:42]=[CH:41][C:40]=1[NH2:45])[CH2:36][CH2:37][CH3:38].C(=O)([O-])O.[Na+]>C1(C)C=CC=CC=1.C(N(CC)CC)C>[CH2:35]([C:39]1[CH:44]=[CH:43][CH:42]=[CH:41][C:40]=1[NH:45][C:27]([NH:22][C:19]1[CH:18]=[CH:17][C:16]([O:15][C:6]2[C:5]3[C:10](=[CH:11][C:12]([O:13][CH3:14])=[C:3]([O:2][CH3:1])[CH:4]=3)[N:9]=[CH:8][CH:7]=2)=[CH:21][CH:20]=1)=[O:33])[CH2:36][CH2:37][CH3:38] |f:3.4|. Reported procedure: 6,7-Dimethoxy-4-(4-aminophenoxy)quinoline (119 mg) was suspended in toluene (12 ml), after the addition of triethylamine (2.4 ml), triphosgene (133 mg) was added, and the admixture was refluxed with heat for 2 minutes. 2-n-Butylphenylamine (0.13 ml) was added to the reaction mixture, and the admixture was refluxed with heat for 10 minutes. After the addition of aqueous sodium hydrogen carbonate, the reaction mixture was extracted 2 times with chloroform, and the organic layer was then washed wit... The reactants are C(C)OC(=O)C=1NC2=C(C(=CC=C2C1)F)F (6,7-difluoro-1H-indole-2-carboxylic acid ethyl ester), C(C)(C)(C)OC(=O)N1S(O[C@H](C1)C)(=O)=O ((S)-5-methyl-2,2-dioxo-[1,2,3]oxathiazolidine-3-carboxylic acid tert-butyl ester). Product: C(C)OC(=O)C=1N(C2=C(C(=CC=C2C1)F)F)[C@@H](CNC(=O)OC(C)(C)C)C ((R)-1-(2-tert-Butoxycarbonylamino-1-methyl-ethyl)-6,7-difluoro-1H-indole-2-carboxylic acid ethyl ester). Reaction SMILES: [CH2:1]([O:3][C:4]([C:6]1[NH:7][C:8]2[C:13]([CH:14]=1)=[CH:12][CH:11]=[C:10]([F:15])[C:9]=2[F:16])=[O:5])[CH3:2].[C:17]([O:21][C:22]([N:24]1[CH2:28][C@H:27]([CH3:29])OS1(=O)=O)=[O:23])([CH3:20])([CH3:19])[CH3:18]>>[CH2:1]([O:3][C:4]([C:6]1[N:7]([C@H:27]([CH3:29])[CH2:28][NH:24][C:22]([O:21][C:17]([CH3:20])([CH3:19])[CH3:18])=[O:23])[C:8]2[C:13]([CH:14]=1)=[CH:12][CH:11]=[C:10]([F:15])[C:9]=2[F:16])=[O:5])[CH3:2]. Reported procedure: The title compound, ISP-MS: m/e=383.3 (M+H+), was prepared in accordance with the general method of example 12b) from 6,7-difluoro-1H-indole-2-carboxylic acid ethyl ester and (S)-5-methyl-2,2-dioxo-[1,2,3]oxathiazolidine-3-carboxylic acid tert-butyl ester. Reactants: COCOC1CCN(CC1)CCN(C(=O)CCCCOC=1C=C2C=CC(NC2=CC1)=O)CC1CCCCCCC1 (6-{4-[N-(4-methoxymethoxy-1-piperidinyl)ethyl-N-cyclooctylmethylaminocarbonyl]butoxy}carbostyril), Cl (hydrochloric acid), [OH-].[K+] (potassium hydroxide). The solvent is CO (methanol). Conditions: time 8 hour. Yields the product OC1CCN(CC1)CCN(C(=O)CCCCOC=1C=C2C=CC(NC2=CC1)=O)CC1CCCCCCC1 (6-{4-[N-(4-hydroxy-1-piperidinyl)ethyl-N-cyclooctylmethylaminocarbonyl]butoxy}carbostyril). Yield: 58.3%. RXN SMILES: COC[O:4][CH:5]1[CH2:10][CH2:9][N:8]([CH2:11][CH2:12][N:13]([CH2:32][CH:33]2[CH2:40][CH2:39][CH2:38][CH2:37][CH2:36][CH2:35][CH2:34]2)[C:14]([CH2:16][CH2:17][CH2:18][CH2:19][O:20][C:21]2[CH:22]=[C:23]3[C:28](=[CH:29][CH:30]=2)[NH:27][C:26](=[O:31])[CH:25]=[CH:24]3)=[O:15])[CH2:7][CH2:6]1.Cl.[OH-].[K+]>CO>[OH:4][CH:5]1[CH2:10][CH2:9][N:8]([CH2:11][CH2:12][N:13]([CH2:32][CH:33]2[CH2:34][CH2:35][CH2:36][CH2:37][CH2:38][CH2:39][CH2:40]2)[C:14]([CH2:16][CH2:17][CH2:18][CH2:19][O:20][C:21]2[CH:22]=[C:23]3[C:28](=[CH:29][CH:30]=2)[NH:27][C:26](=[O:31])[CH:25]=[CH:24]3)=[O:15])[CH2:7][CH2:6]1 |f:2.3|. Procedure: In 30 ml of methanol is dissolved 12.10 g of 6-{4-[N-(4-methoxymethoxy-1-piperidinyl)ethyl-N-cyclooctylmethylaminocarbonyl]butoxy}carbostyril. Thereto is added 240 ml of 5% hydrochloric acid. The mixture is stirred for 8 hours at room temperature. To the mixture is added with a 10% aqueous potassium hydroxide solution under ice cooling to make the mixture alkaline. The resulting mixture is extracted with methylene chloride. The extract is washed with water and dried with anhydrous magnesium sulf... Starting materials: CN(C)CC1=CC2=C(CN(CC2)C(C2=CC=C(C=C2)C2C(C2)C2=CC=CC=C2)=O)O1 (N,N-Dimethyl-[6-[4-(2-phenylcyclopropyl)benzoyl]-4,5,6,7-tetrahydrofuro[2,3-c]pyridin-2-ylmethyl]amine), Cl (hydrogen chloride). Run in CO (methanol), C(C)(=O)OCC (ethyl acetate). Yields the product Cl.CN(C)CC1=CC2=C(CN(CC2)C(C2=CC=C(C=C2)C2C(C2)C2=CC=CC=C2)=O)O1 (N,N-dimethyl-[6-[4-(2-phenylcyclopropyl)benzoyl]-4,5,6,7-tetrahydrofuro[2,3-c]pyridin-2-ylmethyl]amine hydrochloride). Reaction SMILES: [CH3:1][N:2]([CH2:4][C:5]1[O:30][C:8]2[CH2:9][N:10]([C:13](=[O:29])[C:14]3[CH:19]=[CH:18][C:17]([CH:20]4[CH2:22][CH:21]4[C:23]4[CH:28]=[CH:27][CH:26]=[CH:25][CH:24]=4)=[CH:16][CH:15]=3)[CH2:11][CH2:12][C:7]=2[CH:6]=1)[CH3:3].[ClH:31]>CO.C(OCC)(=O)C>[ClH:31].[CH3:3][N:2]([CH2:4][C:5]1[O:30][C:8]2[CH2:9][N:10]([C:13](=[O:29])[C:14]3[CH:19]=[CH:18][C:17]([CH:20]4[CH2:22][CH:21]4[C:23]4[CH:28]=[CH:27][CH:26]=[CH:25][CH:24]=4)=[CH:16][CH:15]=3)[CH2:11][CH2:12][C:7]=2[CH:6]=1)[CH3:1] |f:4.5|. Reported procedure: N,N-Dimethyl-[6-[4-(2-phenylcyclopropyl)benzoyl]-4,5,6,7-tetrahydrofuro[2,3-c]pyridin-2-ylmethyl]amine 0.203 g was dissolved in 2 ml of methanol; hydrogen chloride in ethyl acetate was added in excess, followed by stirring. This mixture was concentrated and washed with diethyl ether to yield the desired product.